This data is from the Open Reaction Database (ORD), a public repository of structured organic reaction records. The task is: describe an organic reaction: reactants, conditions, products, and yield Product: CCOC(=O)C1(c2ccc(OCc3ccccc3)cc2)Cc2c(c(OC)c(OC)c(OC)c2OC)C1. RXN SMILES: [CH2:1]([c:2]1[cH:3][cH:4][cH:5][cH:6][cH:7]1)[O:8][c:9]1[cH:10][cH:11][c:12]([C:15]2([C:33](=[O:34])[O:35][CH2:36][CH3:37])[CH:16]([OH:32])[c:17]3[c:18]([O:30][CH3:31])[c:19]([O:28][CH3:29])[c:20]([O:26][CH3:27])[c:21]([O:24][CH3:25])[c:22]3[CH2:23]2)[cH:13][cH:14]1.[CH2:38]([SiH:39]([CH2:40][CH3:41])[CH2:42][CH3:43])[CH3:44].[OH:45][C:46]([C:47]([F:48])([F:49])[F:50])=[O:51]>>[CH2:1]([c:2]1[cH:3][cH:4][cH:5][cH:6][cH:7]1)[O:8][c:9]1[cH:10][cH:11][c:12]([C:15]2([C:33](=[O:34])[O:35][CH2:36][CH3:37])[CH2:16][c:17]3[c:18]([O:30][CH3:31])[c:19]([O:28][CH3:29])[c:20]([O:26][CH3:27])[c:21]([O:24][CH3:25])[c:22]3[CH2:23]2)[cH:13][cH:14]1. Reactants: CCOC(=O)C1(c2ccc(OCc3ccccc3)cc2)Cc2c(OC)c(OC)c(OC)c(OC)c2C1O, CC[SiH](CC)CC, O=C(O)C(F)(F)F. Product: COC(=O)c1ccc(C(=O)OC)c(N)c1. As a reaction SMILES: [CH3:18][OH:19].[N+:1]([O-:2])(=[O:3])[c:4]1[c:5]([C:6](=[O:7])[O:8][CH3:9])[cH:10][cH:11][c:12]([C:14](=[O:15])[O:16][CH3:17])[cH:13]1.[O:20]1[CH2:21][CH2:22][CH2:23][CH2:24]1>>[NH2:1][c:4]1[c:5]([C:6](=[O:7])[O:8][CH3:9])[cH:10][cH:11][c:12]([C:14](=[O:15])[O:16][CH3:17])[cH:13]1. The reactants are CO, COC(=O)c1ccc(C(=O)OC)c([N+](=O)[O-])c1, C1CCOC1.